Dataset: the Open Reaction Database (ORD), a public repository of structured organic reaction records. Task: describe an organic reaction: reactants, conditions, products, and yield Reactants: COc1ccc([N+](=O)[O-])c(OCc2ccccc2)c1, CCOC(C)=O, O=[Pt]. Yields the product COc1ccc(N)c(OCc2ccccc2)c1. Reaction SMILES: [CH2:1]([c:2]1[cH:3][cH:4][cH:5][cH:6][cH:7]1)[O:8][c:9]1[c:10]([N+:17]([O-:18])=[O:19])[cH:11][cH:12][c:13]([O:15][CH3:16])[cH:14]1.[CH3:20][CH2:21][O:22][C:23]([CH3:24])=[O:25].[Pt:26]=[O:27]>>[CH2:1]([c:2]1[cH:3][cH:4][cH:5][cH:6][cH:7]1)[O:8][c:9]1[c:10]([NH2:17])[cH:11][cH:12][c:13]([O:15][CH3:16])[cH:14]1. The reactants are COC(=O)C1CN(Cc2ccc(CSc3ccc(-c4ccccc4)c(C(F)(F)F)c3)cc2)C1, CO, O. The product is O=C(O)C1CN(Cc2ccc(CSc3ccc(-c4ccccc4)c(C(F)(F)F)c3)cc2)C1. RXN SMILES: [CH3:1][O:2][C:3](=[O:4])[CH:5]1[CH2:6][N:7]([CH2:9][c:10]2[cH:11][cH:12][c:13]([CH2:16][S:17][c:18]3[cH:19][c:20]([C:30]([F:31])([F:32])[F:33])[c:21](-[c:24]4[cH:25][cH:26][cH:27][cH:28][cH:29]4)[cH:22][cH:23]3)[cH:14][cH:15]2)[CH2:8]1.[CH3:34][OH:35].[OH2:36]>>[O:2]=[C:3]([OH:4])[CH:5]1[CH2:6][N:7]([CH2:9][c:10]2[cH:11][cH:12][c:13]([CH2:16][S:17][c:18]3[cH:19][c:20]([C:30]([F:31])([F:32])[F:33])[c:21](-[c:24]4[cH:25][cH:26][cH:27][cH:28][cH:29]4)[cH:22][cH:23]3)[cH:14][cH:15]2)[CH2:8]1. The reactants are COC1=C(CN2CC=3N=C(N=C(C3C2=O)C=2C=NN(C2C)C)N[C@H]2[C@H](CCCC2)NC(OC(C)(C)C)=O)C=CC(=C1)OC (tert-butyl (1S,2R)-2-(6-(2,4-dimethoxybenzyl)-4-(1,5-dimethyl-1H-pyrazol-4-yl)-5-oxo-6,7-dihydro-5H-pyrrolo[3,4-d]pyrimidin-2-ylamino)cyclohexylcarbamate), C(=O)(C(F)(F)F)O (TFA). Conditions: temperature 70 celsius, time 2 hour. Product: C(=O)(C(F)(F)F)O (TFA), N[C@@H]1[C@@H](CCCC1)NC=1N=C(C2=C(N1)CNC2=O)C=2C=NN(C2C)C (2-((1R,2S)-2-Aminocyclohexylamino)-4-(1,5-dimethyl-1H-pyrazol-4-yl)-6,7-dihydro-5H-pyrrolo[3,4-d]pyrimidin-5-one). RXN SMILES: COC1C=C(OC)C=CC=1C[N:6]1[C:14](=[O:15])[C:13]2[C:12]([C:16]3[CH:17]=[N:18][N:19]([CH3:22])[C:20]=3[CH3:21])=[N:11][C:10]([NH:23][C@@H:24]3[CH2:29][CH2:28][CH2:27][CH2:26][C@@H:25]3[NH:30]C(=O)OC(C)(C)C)=[N:9][C:8]=2[CH2:7]1.[C:44]([OH:50])([C:46]([F:49])([F:48])[F:47])=[O:45]>>[C:44]([OH:50])([C:46]([F:49])([F:48])[F:47])=[O:45].[NH2:30][C@H:25]1[CH2:26][CH2:27][CH2:28][CH2:29][C@H:24]1[NH:23][C:10]1[N:11]=[C:12]([C:16]2[CH:17]=[N:18][N:19]([CH3:22])[C:20]=2[CH3:21])[C:13]2[C:14](=[O:15])[NH:6][CH2:7][C:8]=2[N:9]=1. Procedure: A mixture of tert-butyl (1S,2R)-2-(6-(2,4-dimethoxybenzyl)-4-(1,5-dimethyl-1H-pyrazol-4-yl)-5-oxo-6,7-dihydro-5H-pyrrolo[3,4-d]pyrimidin-2-ylamino)cyclohexylcarbamate obtained above in TFA (2 mL) was stirred at 70° C. for 2 h. The mixture was subsequently purified by reverse phase preparative HPLC. The fractions were collected and concentrated to give a TFA salt of the title compound as a white solid (0.5 mg). 1H NMR (500 MHz, CD3OD) δ ppm 1.59 (br s, 2 H), 1.67-2.02 (m, 6 H), 2.66-2.72 (m, 3 H)... Starting materials: O=C=Nc1cccc(C(F)(F)F)c1, Cc1ccc(N)cc1C(=O)Nc1cncnc1, c1ccccc1. Yields the product Cc1ccc(NC(=O)Nc2cccc(C(F)(F)F)c2)cc1C(=O)Nc1cncnc1. As a reaction SMILES: [N:18](=[C:19]=[O:20])[c:21]1[cH:22][c:23]([C:27]([F:28])([F:29])[F:30])[cH:24][cH:25][cH:26]1.[NH2:1][c:2]1[cH:3][cH:4][c:5]([CH3:17])[c:6]([C:7](=[O:8])[NH:9][c:10]2[cH:11][n:12][cH:13][n:14][cH:15]2)[cH:16]1.[cH:31]1[cH:32][cH:33][cH:34][cH:35][cH:36]1>>[NH:1]([c:2]1[cH:3][cH:4][c:5]([CH3:17])[c:6]([C:7](=[O:8])[NH:9][c:10]2[cH:11][n:12][cH:13][n:14][cH:15]2)[cH:16]1)[C:19]([NH:18][c:21]1[cH:22][c:23]([C:27]([F:28])([F:29])[F:30])[cH:24][cH:25][cH:26]1)=[O:20]. Starting materials: C(C1=CC=CC=C1)(=O)N[C@H]1CCC(N2N(C1=O)[C@@H](CCC2)C(=O)OC(C)(C)C)=O ((1S,9S) t-Butyl 9-benzoylamino-6,10-dioxo-1,2,3,4,7,8,9,10-octahydro-6H-pyridazino[1,2-a][1,2]-diazepine-1-carboxylate), C1=CC=CC=2C3=CC=CC=C3C(C12)COC(=O)Cl (9-fluorenylmethylchloroformate). Product: O=C1N2N(C([C@H](CC1)NC(=O)OCC1C3=CC=CC=C3C=3C=CC=CC13)=O)[C@@H](CCC2)C(=O)OC(C)(C)C ((1S,9S) t-Butyl 6,10-dioxo-9-(fluoren-9-ylmethyloxy-carbonylamino)-1,2,3,4,7,8,9,10-octahydro-6H-pyridazino[1,2-a][1,2]-diazepine-1-carboxylate). The yield is 89.0%. Reaction SMILES: C([NH:9][C@@H:10]1[C:16](=[O:17])[N:15]2[C@H:18]([C:22]([O:24][C:25]([CH3:28])([CH3:27])[CH3:26])=[O:23])[CH2:19][CH2:20][CH2:21][N:14]2[C:13](=[O:29])[CH2:12][CH2:11]1)(=O)C1C=CC=CC=1.[CH:30]1[C:42]2[CH:41]([CH2:43][O:44][C:45](Cl)=[O:46])[C:40]3[C:35](=[CH:36][CH:37]=[CH:38][CH:39]=3)[C:34]=2[CH:33]=[CH:32][CH:31]=1>>[O:29]=[C:13]1[CH2:12][CH2:11][C@H:10]([NH:9][C:45]([O:44][CH2:43][CH:41]2[C:40]3[CH:39]=[CH:38][CH:37]=[CH:36][C:35]=3[C:34]3[C:42]2=[CH:30][CH:31]=[CH:32][CH:33]=3)=[O:46])[C:16](=[O:17])[N:15]2[C@H:18]([C:22]([O:24][C:25]([CH3:28])([CH3:27])[CH3:26])=[O:23])[CH2:19][CH2:20][CH2:21][N:14]12. Reported procedure: was prepared in a similar manner to 211e, except 9-fluorenylmethylchloroformate was used instead of benzoylchloride to give a white glassy solid 211f (2.14 g, 89%): mp 190-192° C.; [α]D25 −81.5° (c 0.1, CH2Cl2). IR (KBr) 3335, 2977, 1731, 1678, 1450, 1421, 1246, 1156, 742; 1H NMR (CDCl3) δ7.60 (2H, m), 7.57 (2H, m), 7.50-7.26 (4H, m), 5.60 (1H, d, J=7.8), 5.28 (1H, m), 4.67 (2H, m), 4.38 (2H, m), 4.23 (1H, m), 3.59-3.41 (1H, m), 2.92-2.65 (2H, m), 2.41-2.21 (2H, m), 1.95-1.58 (4H, m), 1.47 (9H, ... Starting materials: C(C)OC(=O)C=1OC(=CC1)CCl (5-Chloromethyl-2-furancarboxylic acid ethyl ester), [I-].[K+] (potassium iodide), C(=O)O (formic acid). Reagents/catalysts: C1/C=C\CC/C=C\C1.C1/C=C\CC/C=C\C1.[Cl-].[Cl-].[Rh].[Rh] (chloro(1,5-cyclooctadiene)rhodium(I) dimer). Reaction conditions: temperature 75 celsius, time 6 hour. Yields the product C(C)OC(=O)C1=CC=C(O1)CC(=O)O (5-ethoxycarbonylfuran-2-ylacetic acid). RXN SMILES: [CH2:1]([O:3][C:4]([C:6]1[O:7][C:8]([CH2:11]Cl)=[CH:9][CH:10]=1)=[O:5])[CH3:2].[I-].[K+].[CH:15]([OH:17])=[O:16]>C1CC=CCCC=C1.C1CC=CCCC=C1.[Cl-].[Cl-].[Rh].[Rh]>[CH2:1]([O:3][C:4]([C:6]1[O:7][C:8]([CH2:11][C:15]([OH:17])=[O:16])=[CH:9][CH:10]=1)=[O:5])[CH3:2] |f:1.2,4.5.6.7.8.9|. Procedure: 5-Chloromethyl-2-furancarboxylic acid ethyl ester (1.0 g, 5.3 mmol), potassium iodide (0.044 g, 0.27 mmol), and chloro(1,5-cyclooctadiene)rhodium(I) dimer (0.26 g, 0.53 mmol) were dissolved in formic acid (25 mL), and the mixture was stirred at 75° C. for 6 hours under a carbon monoxide atmosphere. The solvent was evaporated, and the residue was partitioned between ethyl acetate and aqueous sodium hydrogen carbonate solution. The organic layer was washed with saturated brine and dried over anhyd... Reactants: O=C([O-])[O-], CC#N, Clc1cccnc1Cl, N#N, [Na+], [Na+], Cc1ccc(B(O)O)cc1, c1ccc(P(c2ccccc2)(c2ccccc2)[Pd](P(c2ccccc2)(c2ccccc2)c2ccccc2)(P(c2ccccc2)(c2ccccc2)c2ccccc2)P(c2ccccc2)(c2ccccc2)c2ccccc2)cc1. The product is Cc1ccc(-c2ncccc2Cl)cc1. RXN SMILES: [C:21](=[O:22])([O-:23])[O-:24].[CH3:27][C:28]#[N:29].[Cl:1][c:2]1[n:3][cH:4][cH:5][cH:6][c:7]1[Cl:8].[N:19]#[N:20].[Na+:25].[Na+:26].[c:9]1([CH3:18])[cH:10][cH:11][c:12]([B:15]([OH:16])[OH:17])[cH:13][cH:14]1.[cH:30]1[cH:31][cH:32][c:33]([P:34]([Pd:35]([P:36]([c:37]2[cH:38][cH:39][cH:40][cH:41][cH:42]2)([c:43]2[cH:44][cH:45][cH:46][cH:47][cH:48]2)[c:49]2[cH:50][cH:51][cH:52][cH:53][cH:54]2)([P:55]([c:56]2[cH:57][cH:58][cH:59][cH:60][cH:61]2)([c:62]2[cH:63][cH:64][cH:65][cH:66][cH:67]2)[c:68]2[cH:69][cH:70][cH:71][cH:72][cH:73]2)[P:74]([c:75]2[cH:76][cH:77][cH:78][cH:79][cH:80]2)([c:81]2[cH:82][cH:83][cH:84][cH:85][cH:86]2)[c:87]2[cH:88][cH:89][cH:90][cH:91][cH:92]2)([c:93]2[cH:94][cH:95][cH:96][cH:97][cH:98]2)[c:99]2[cH:100][cH:101][cH:102][cH:103][cH:104]2)[cH:105][cH:106]1>>[c:2]1(-[c:12]2[cH:11][cH:10][c:9]([CH3:18])[cH:14][cH:13]2)[n:3][cH:4][cH:5][cH:6][c:7]1[Cl:8].